describe an organic reaction: reactants, conditions, products, and yield From a dataset of the Open Reaction Database (ORD), a public repository of structured organic reaction records. Starting materials: C(C1=CC=CC=C1)(=O)C1=CC=CC=C1 (benzophenone), Cl.NO (hydroxylamine hydrochloride), N1=CC=CC=C1 (pyridine). Solvent: C(C)O (ethanol). Product: C(C1=CC=CC=C1)(C1=CC=CC=C1)=NO (Benzophenone oxime). Isolated yield 73.0%. Reaction SMILES: [C:1]([C:9]1[CH:14]=[CH:13][CH:12]=[CH:11][CH:10]=1)(=O)[C:2]1[CH:7]=[CH:6][CH:5]=[CH:4][CH:3]=1.Cl.[NH2:16][OH:17].N1C=CC=CC=1>C(O)C>[C:1](=[N:16][OH:17])([C:9]1[CH:14]=[CH:13][CH:12]=[CH:11][CH:10]=1)[C:2]1[CH:7]=[CH:6][CH:5]=[CH:4][CH:3]=1 |f:1.2|. Procedure: A solution of benzophenone (10.0 g), hydroxylamine hydrochloride (10.0 g), pyridine (50 ml), and absolute ethanol (50 ml) was pumped through the CMR (15 ml/min; 155°-60° C., 700 kPa). The effluent was cooled and the solvent removed by rotary evaporation, and the residue stirred with cold water (50 ml). The crued oxime was filtered off and recrystallised from ethanol to afford pure product (8.0 g; 73% yield), m.p. 140.5°-141° C., cf lit.5 for a batchwise preparation by microwave heating. Conditions: time 1.5 hour. Solvent: CC(=O)C (acetone). Reported procedure: 1.00 g (2.41 mmol) of 3-(4-chloro-5-ethylsulfonylamino-2-fluorophenyl)-6-trifluoromethyl-2,4(1H,3H)-pyrimidinedione was dissolved in 10 ml of acetone, and 0.17 g (1.20 mmol) of anhydrous potassium carbonate and 0.23 ml (2.41 mmol) of dimethyl sulfate were added thereto and the reaction was continued for 1.5 hours. After acetone was distilled off, the reaction product was dissolved in ethyl acetate, washed with water and saturated saline solution, and dried over anhydrous sodium sulfate. Thereaft... The product is ClC1=CC(=C(C=C1NS(=O)(=O)CC)N1C(N(C(=CC1=O)C(F)(F)F)C)=O)F (3-(4-chloro-5-ethylsulfonylamino-2-fluorophenyl)-1-methyl-6-trifluoromethyl-2,4(1H,3H)-pyrimidinedione). The reactants are C([O-])([O-])=O.[K+].[K+] (potassium carbonate), S(=O)(=O)(OC)OC (dimethyl sulfate), ClC1=CC(=C(C=C1NS(=O)(=O)CC)N1C(NC(=CC1=O)C(F)(F)F)=O)F (3-(4-chloro-5-ethylsulfonylamino-2-fluorophenyl)-6-trifluoromethyl-2,4(1H,3H)-pyrimidinedione). As a reaction SMILES: [Cl:1][C:2]1[C:7]([NH:8][S:9]([CH2:12][CH3:13])(=[O:11])=[O:10])=[CH:6][C:5]([N:14]2[C:19](=[O:20])[CH:18]=[C:17]([C:21]([F:24])([F:23])[F:22])[NH:16][C:15]2=[O:25])=[C:4]([F:26])[CH:3]=1.[C:27](=O)([O-])[O-].[K+].[K+].S(OC)(OC)(=O)=O>CC(C)=O>[Cl:1][C:2]1[C:7]([NH:8][S:9]([CH2:12][CH3:13])(=[O:11])=[O:10])=[CH:6][C:5]([N:14]2[C:19](=[O:20])[CH:18]=[C:17]([C:21]([F:24])([F:22])[F:23])[N:16]([CH3:27])[C:15]2=[O:25])=[C:4]([F:26])[CH:3]=1 |f:1.2.3|. Yield: 118.3%. The reactants are C[O-].[Na+] (sodium methoxide), C(C1=CC=CC=C1)SC=1C=CC(=C(C1)/C=C/C(=O)OCC)NC1=C(C=C(C(=C1)C)Br)OC ((E)-ethyl 3-(5-(benzylthio)-2-((4-bromo-2-methoxy-5-methylphenyl)amino)phenyl)acrylate), C[O-].[Na+] (Sodium methoxide). Solvent: CO (MeOH), CO (MeOH). Reaction conditions: time 1 hour. Product: C(C1=CC=CC=C1)SC=1C=C2C=CC(N(C2=CC1)C1=C(C=C(C(=C1)C)Br)OC)=O (6-(benzylthio)-1-(4-bromo-2-methoxy-5-methylphenyl)quinolin-2(1H)-one). Isolated yield 90.9%. RXN SMILES: [CH2:1]([S:8][C:9]1[CH:10]=[CH:11][C:12]([NH:22][C:23]2[CH:28]=[C:27]([CH3:29])[C:26]([Br:30])=[CH:25][C:24]=2[O:31][CH3:32])=[C:13](/[CH:15]=[CH:16]/[C:17](OCC)=[O:18])[CH:14]=1)[C:2]1[CH:7]=[CH:6][CH:5]=[CH:4][CH:3]=1.C[O-].[Na+]>CO>[CH2:1]([S:8][C:9]1[CH:14]=[C:13]2[C:12](=[CH:11][CH:10]=1)[N:22]([C:23]1[CH:28]=[C:27]([CH3:29])[C:26]([Br:30])=[CH:25][C:24]=1[O:31][CH3:32])[C:17](=[O:18])[CH:16]=[CH:15]2)[C:2]1[CH:3]=[CH:4][CH:5]=[CH:6][CH:7]=1 |f:1.2|. Procedure: A RBF was charged with (E)-ethyl 3-(5-(benzylthio)-2-((4-bromo-2-methoxy-5-methylphenyl)amino)phenyl)acrylate (5.12 g, 9.99 mmol) and MeOH (50.0 ml) to give a yellow suspension. Sodium methoxide (25 wt % in MeOH) (0.432 ml, 1.998 mmol) was added. A reflux condenser was attached, and the flask was lowered into a 70° C. heating bath. After 1 h, additional portions of MeOH (25 mL) and sodium methoxide solution (ca. 0.85 mL) were added in sequence. After 7 h, the mixture was cooled and concentrated ...